From a dataset of the Open Reaction Database (ORD), a public repository of structured organic reaction records. describe an organic reaction: reactants, conditions, products, and yield Run in C(C)O (ethanol). RXN SMILES: [F:1][C:2]([F:50])([F:49])[C:3]1[CH:4]=[C:5]([CH:42]=[C:43]([C:45]([F:48])([F:47])[F:46])[CH:44]=1)[CH2:6][N:7]([CH2:20][C:21]1[CH:26]=[C:25]([C:27]([F:30])([F:29])[F:28])[CH:24]=[CH:23][C:22]=1[N:31]([CH2:40][CH3:41])[C:32]([O:34][CH2:35][CH2:36][C:37]([OH:39])=[O:38])=[O:33])[C:8]1[N:13]=[CH:12][C:11]([N:14]2[CH2:19][CH2:18][O:17][CH2:16][CH2:15]2)=[CH:10][N:9]=1.[OH-].[Na+:52]>C(O)C>[Na+:52].[F:48][C:45]([F:46])([F:47])[C:43]1[CH:42]=[C:5]([CH:4]=[C:3]([C:2]([F:49])([F:1])[F:50])[CH:44]=1)[CH2:6][N:7]([CH2:20][C:21]1[CH:26]=[C:25]([C:27]([F:28])([F:29])[F:30])[CH:24]=[CH:23][C:22]=1[N:31]([CH2:40][CH3:41])[C:32]([O:34][CH2:35][CH2:36][C:37]([O-:39])=[O:38])=[O:33])[C:8]1[N:13]=[CH:12][C:11]([N:14]2[CH2:19][CH2:18][O:17][CH2:16][CH2:15]2)=[CH:10][N:9]=1 |f:1.2,4.5|. Procedure details: Tert-butyl 3-[(2-{[(3,5-bis-trifluoromethyl-benzyl)-(5-morpholin-4-yl-pyrimidin-2-yl)-amino]-methyl}-4-trifluoromethyl-phenyl)-ethyl-carbamoyloxy]-propionate (114 mg) is dissolved in a 4N-hydrochloric acid in ethyl acetate (5 ml), and the mixture is stirred at room temperature for 1 hour and 30 minutes. Thereto are added a saturated aqueous sodium bicarbonate solution and ethyl acetate, and the mixture is separated, and the organic layer is washed with a saturated brine, dried over magnesium sul... Product: [Na+].FC(C=1C=C(CN(C2=NC=C(C=N2)N2CCOCC2)CC2=C(C=CC(=C2)C(F)(F)F)N(C(=O)OCCC(=O)[O-])CC)C=C(C1)C(F)(F)F)(F)F (3-[(2-{[(3,5-bis-trifluoromethyl-benzyl)-(5-morpholin-4-yl-pyrimidin-2-yl)-amino]-methyl}-4-trifluoromethyl-phenyl)-ethylcarbamoyloxy]-propionic acid sodium salt). Starting materials: FC(C=1C=C(CN(C2=NC=C(C=N2)N2CCOCC2)CC2=C(C=CC(=C2)C(F)(F)F)N(C(=O)OCCC(=O)O)CC)C=C(C1)C(F)(F)F)(F)F (3-[(2-{[(3,5-bis-trifluoromethyl-benzyl)-(5-morpholin-4-yl-pyrimidin-2-yl)-amino]-methyl}-4-trifluoromethyl-phenyl)-ethyl-carbamoyloxy]-propionic acid), [OH-].[Na+] (sodium hydroxide). Run at time 15 minute. Yields the product OC(C)C=1C=2N(C=CC1)C(=CN2)C2=NC(=NC=C2C#N)N[C@@H](C)C2=CC=C(C=C2)N2CCNCC2 (4-[8-(1-hydroxyethyl)imidazo[1,2-a]pyridin-3-yl]-2-{[(1S)-1-(4-piperazin-1-ylphenyl)ethyl]amino}pyrimidine-5-carbonitrile). The solvent is O1CCCC1 (tetrahydrofuran), CO (methanol). Isolated yield 81.4%. Reaction SMILES: [C:1]([C:4]1[C:5]2[N:6]([C:10]([C:13]3[C:18]([C:19]#[N:20])=[CH:17][N:16]=[C:15]([NH:21][C@H:22]([C:24]4[CH:29]=[CH:28][C:27]([N:30]5[CH2:35][CH2:34][NH:33][CH2:32][CH2:31]5)=[CH:26][CH:25]=4)[CH3:23])[N:14]=3)=[CH:11][N:12]=2)[CH:7]=[CH:8][CH:9]=1)(=[O:3])[CH3:2].[Na].C(=O)([O-])O.[Na+]>O1CCCC1.CO>[OH:3][CH:1]([C:4]1[C:5]2[N:6]([C:10]([C:13]3[C:18]([C:19]#[N:20])=[CH:17][N:16]=[C:15]([NH:21][C@H:22]([C:24]4[CH:29]=[CH:28][C:27]([N:30]5[CH2:31][CH2:32][NH:33][CH2:34][CH2:35]5)=[CH:26][CH:25]=4)[CH3:23])[N:14]=3)=[CH:11][N:12]=2)[CH:7]=[CH:8][CH:9]=1)[CH3:2] |f:2.3,^1:35|. Procedure details: 39 mg of the 4-(8-acetylimidazo[1,2-a]pyridin-3-yl)-2-{[(1S)-1-(4-piperazin-1-ylphenyl)ethyl]amino}pyrimidine-5-carbonitrile [156-3] was dissolved in a mixture solvent of 1 mL of tetrahydrofuran and 1 mL of methanol, then 2.8 mg of sodium boronhydride was added thereto, and stirred at room temperature for 15 minutes. Thereto, a saturated aqueous solution of sodium hydrogen carbonate was added, and the mixture was extracted with a mixture solvent of chloroform and methanol (chloroform:methanol=9:... Reactants: C(C)(=O)C=1C=2N(C=CC1)C(=CN2)C2=NC(=NC=C2C#N)N[C@@H](C)C2=CC=C(C=C2)N2CCNCC2 (4-(8-acetylimidazo[1,2-a]pyridin-3-yl)-2-{[(1S)-1-(4-piperazin-1-ylphenyl)ethyl]amino}pyrimidine-5-carbonitrile), C(O)([O-])=O.[Na+] (sodium hydrogen carbonate), [Na] (sodium). The reactants are [Mg] (magnesium), [Cl-].[NH4+] (ammonium chloride), C(C)(C)(C)OC(CCI)CCCCC (3-(tert-butoxy)-1-iodooctane), C(=O)(OCC)CCCCCCC=1C(CCC1)=O (2-(6-carbethoxyhexyl)cyclopent-2-en-1-one). Run in C(C)OCC (diethyl ether), C(C)OCC (diethyl ether), O (water). The product is C(C)(C)(C)OC(CC[C@H]1CCC([C@@H]1CCCCCCC(=O)OCC)=O)CCCCC (15-(tert-butoxy)-9-oxoprostanoic acid, ethyl ester). The yield is 85.0%. RXN SMILES: [Mg].[C:2]([O:6][CH:7]([CH2:11][CH2:12][CH2:13][CH2:14][CH3:15])[CH2:8][CH2:9]I)([CH3:5])([CH3:4])[CH3:3].[C:16]([CH2:21][CH2:22][CH2:23][CH2:24][CH2:25][CH2:26][C:27]1[C:28](=[O:32])[CH2:29][CH2:30][CH:31]=1)([O:18][CH2:19][CH3:20])=[O:17].[Cl-].[NH4+]>C(OCC)C.O>[C:2]([O:6][CH:7]([CH2:11][CH2:12][CH2:13][CH2:14][CH3:15])[CH2:8][CH2:9][C@@H:31]1[C@@H:27]([CH2:26][CH2:25][CH2:24][CH2:23][CH2:22][CH2:21][C:16]([O:18][CH2:19][CH3:20])=[O:17])[C:28](=[O:32])[CH2:29][CH2:30]1)([CH3:5])([CH3:4])[CH3:3] |f:3.4|. Reported procedure: To a Grignard solution, prepared from 5.05 g. of magnesium and 65.8 g. of 3-(tert-butoxy)-1-iodooctane in 150 ml. of diethyl ether under nitrogen atmosphere, is added 4.0 g. of copper iodide-tri-n-butylphosphine complex followed by dropwise addition of 49 g. of 2-(6-carbethoxyhexyl)cyclopent-2-en-1-one [Hardegger et al., Helv. Chim. Acta 50, 2501 (1967)] and the resulting mixture is stirred for 18 hours. Saturated ammonium chloride (110 ml.) is added followed by 100 ml. of water and 100 ml. of d... Starting materials: C1(=CC=C(C=C1)S(=O)(=O)N[C@H](C(=O)O)CN)C (2(S)-(p-Toluenesulfonylamino)-3-aminopropionic acid), O (water), C(C1=CC=CC=C1)O (benzyl alcohol), O.C1(=CC=C(C=C1)S(=O)(=O)O)C (p-toluene sulfonic acid mono hydrate). Run in C1=CC=CC=C1 (benzene). Yields the product C=1(C(=CC=CC1)S(=O)(=O)O)C.C(C1=CC=CC=C1)OC([C@H](CN)NS(=O)(=O)C1=CC=C(C=C1)C)=O (2(S)-(p-Toluenesulfonylamino)-3-aminopropionic acid benzyl ester toluene sulfonate). As a reaction SMILES: [C:1]1([CH3:17])[CH:6]=[CH:5][C:4]([S:7]([NH:10][C@@H:11]([CH2:15][NH2:16])[C:12]([OH:14])=[O:13])(=[O:9])=[O:8])=[CH:3][CH:2]=1.[CH2:18](O)[C:19]1[CH:24]=[CH:23][CH:22]=[CH:21][CH:20]=1.O.[C:27]1([CH3:37])[CH:32]=[CH:31][C:30]([S:33]([OH:36])(=[O:35])=[O:34])=[CH:29][CH:28]=1.O>C1C=CC=CC=1>[C:19]1([CH3:18])[C:24]([S:33]([OH:36])(=[O:35])=[O:34])=[CH:23][CH:22]=[CH:21][CH:20]=1.[CH2:37]([O:13][C:12](=[O:14])[C@@H:11]([NH:10][S:7]([C:4]1[CH:3]=[CH:2][C:1]([CH3:17])=[CH:6][CH:5]=1)(=[O:8])=[O:9])[CH2:15][NH2:16])[C:27]1[CH:32]=[CH:31][CH:30]=[CH:29][CH:28]=1 |f:2.3,6.7|. Procedure details: 14-3 (5.0 g, 19.4 mmol) was suspended in 150 ml anhydrous benzene along with benzyl alcohol (10 ml, 97 mmol), and p-toluene sulfonic acid mono hydrate (3.87 g, 20.4 mmol). The mixture was refluxed until the theoretical amount of water had collected in a Dean-Stark trap (8.5 h). The resulting solution was cooled and 100 ml anhydrous ether added giving 14-6 as a white solid. 1H NMR (300 MHz, CD3OD) δ7.81 (d, J=8.5 Hz, 2H), 7.71 (d, J=8.5 Hz, 2H), 7.43 (d, J=8.5 Hz, 2H), 7.31 (d, J=8.5 Hz, 2H), 7.2... The reactants are Cc1ccsc1C(=O)N1CCC(Nc2ccc(CCNCC(O)COc3ccc(O[Si](c4ccccc4)(c4ccccc4)C(C)(C)C)cc3)cc2)CC1, CO, ClC(Cl)Cl. The product is Cc1ccsc1C(=O)N1CCC(Nc2ccc(CCNCC(O)COc3ccc(O)cc3)cc2)CC1. Reaction SMILES: [C:1]([Si:2]([c:3]1[cH:4][cH:5][cH:42][cH:43][cH:44]1)([O:6][c:7]1[cH:8][cH:9][c:10]([O:11][CH2:12][CH:13]([CH2:14][NH:15][CH2:16][CH2:17][c:18]2[cH:19][cH:20][c:21]([NH:22][CH:23]3[CH2:24][CH2:25][N:26]([C:29](=[O:30])[c:31]4[s:32][cH:33][cH:34][c:35]4[CH3:36])[CH2:27][CH2:28]3)[cH:37][cH:38]2)[OH:39])[cH:40][cH:41]1)[c:45]1[cH:46][cH:47][cH:48][cH:49][cH:50]1)([CH3:51])([CH3:52])[CH3:53].[CH3:54][OH:55].[CH:56]([Cl:57])([Cl:58])[Cl:59]>>[OH:6][c:7]1[cH:8][cH:9][c:10]([O:11][CH2:12][CH:13]([CH2:14][NH:15][CH2:16][CH2:17][c:18]2[cH:19][cH:20][c:21]([NH:22][CH:23]3[CH2:24][CH2:25][N:26]([C:29](=[O:30])[c:31]4[s:32][cH:33][cH:34][c:35]4[CH3:36])[CH2:27][CH2:28]3)[cH:37][cH:38]2)[OH:39])[cH:40][cH:41]1. Starting materials: C1=CC=CC1 (cyclopentadiene), [H-].[Na+] (sodium hydride), ClCCC[Si](OCC)(OCC)OCC ((3-chloropropyl)triethoxysilane). The solvent is O1CCCC1 (tetrahydrofuran). Product: C1(=CC=CC1)CCC[Si](OCC)(OCC)OCC ((3-cyclopenta-dienylpropyl)triethoxysilane). Isolated yield 90.0%. RXN SMILES: [CH:1]1[CH2:5][CH:4]=[CH:3][CH:2]=1.[H-].[Na+].Cl[CH2:9][CH2:10][CH2:11][Si:12]([O:19][CH2:20][CH3:21])([O:16][CH2:17][CH3:18])[O:13][CH2:14][CH3:15]>O1CCCC1>[C:2]1([CH2:9][CH2:10][CH2:11][Si:12]([O:13][CH2:14][CH3:15])([O:19][CH2:20][CH3:21])[O:16][CH2:17][CH3:18])[CH2:1][CH:5]=[CH:4][CH:3]=1 |f:1.2|. Procedure: 27.5 g (417 mmol) of freshly distilled cyclopentadiene are added dropwise to a suspension of 15 g (417 mmol) of sodium hydride in 250 ml of absolute tetrahydrofuran at room temperature over a period of one hour. 100.3 g of (3-chloropropyl)triethoxysilane are subsequently added dropwise over a period of 30 minutes. The solution becomes warm during this process. After taking off the solvent, the mixture is fractionally distilled in an oil pump vacuum to give 96.1 g of (3-cyclopenta-dienylpropyl)tr... The reactants are C(=C)C1=C(C=CC=C1)C=C (DVB), C(=C)C1=C(C=CC=C1)C=C (DVB), C1(O)=CC(O)=CC=C1 (resorcinol), DVB-resorcinol, C(C)(C)(C)C1=CC=C(C=C)C=C1 (para-tert-butylstyrene), C1(O)=CC(O)=CC=C1 (resorcinol), CS(=O)(=O)O (Methane sulfonic acid), C(=C)C1=C(C=CC=C1)C=C (DVB), C(=C)C1=C(C=CC=C1)C=C (DVB), C(=C)C1=C(C=CC=C1)C=C (divinyl benzene), C1(O)=CC(O)=CC=C1 (resorcinol). Run at time 10 minute. Product: C1(=CC=CC=C1)O (phenol), C(=C)C1=C(C=CC=C1)C=C.C1(O)=CC(O)=CC=C1 (DVB resorcinol). As a reaction SMILES: [C:1]1([CH:8]=[CH:7][CH:6]=[C:4]([OH:5])[CH:3]=1)[OH:2].[CH:9]([C:11]1[CH:16]=[CH:15][CH:14]=[CH:13][C:12]=1[CH:17]=[CH2:18])=[CH2:10].CS(O)(=O)=O.C(C1C=CC(C=C)=CC=1)(C)(C)C>>[C:1]1([OH:2])[CH:8]=[CH:7][CH:6]=[CH:4][CH:3]=1.[CH:9]([C:11]1[CH:16]=[CH:15][CH:14]=[CH:13][C:12]=1[CH:17]=[CH2:18])=[CH2:10].[C:1]1([CH:8]=[CH:7][CH:6]=[C:4]([OH:5])[CH:3]=1)[OH:2] |f:5.6|. Procedure details: A series of phenol aralkylation polymers were prepared as follows. An intial DVB/resorcinol polymer was prepared using resorcinol and divinyl benzene (DVB) at a resorcinol:DVB mole ratio of about 2:1. A commercial DVB source containing a 63 wt. % DVB and 37 wt. % EVB mixture was used. The resorcinol was melted at a temperature from 140° to 170° C. in a 250 ml beaker. Methane sulfonic acid [70% MSA--0.0002 mol per mol or resorcinol] was added to the reactor as the aralkylation catalyst. The DVB t... Reactants: N1=CC=NC=2SC3=C(NC21)C=C(C=C3)C(=O)OC (methyl 10H-pyrazino[2,3-b][1,4]benzothiazine-8-carboxylate), solution, [H-].C(C(C)C)[Al+]CC(C)C (diisobutylaluminum hydride), ice. Run in C(Cl)Cl (methylene chloride), O1CCCC1 (tetrahydrofuran), O1CCCC1 (tetrahydrofuran), C1(=CC=CC=C1)C (toluene), C(Cl)Cl (methylene chloride). Conditions: time 1 hour. The product is N1=CC=NC=2SC3=C(NC21)C=C(C=C3)CO (10H-Pyrazino[2,3-b][1,4]benzothiazine-8-methanol). Yield: 54.1%. As a reaction SMILES: [N:1]1[C:10]2[NH:9][C:8]3[CH:11]=[C:12]([C:15](OC)=[O:16])[CH:13]=[CH:14][C:7]=3[S:6][C:5]=2[N:4]=[CH:3][CH:2]=1.[H-].C([Al+]CC(C)C)C(C)C>C(Cl)Cl.O1CCCC1.C1(C)C=CC=CC=1>[N:1]1[C:10]2[NH:9][C:8]3[CH:11]=[C:12]([CH2:15][OH:16])[CH:13]=[CH:14][C:7]=3[S:6][C:5]=2[N:4]=[CH:3][CH:2]=1 |f:1.2|. Procedure: 259 g of methyl 10H-pyrazino[2,3-b][1,4]benzothiazine-8-carboxylate was dissolved in a solvent mixture of 3 l of methylene chloride with 0.5 l of tetrahydrofuran under a nitrogen atmosphere. Next, 2.5 l of a 1.01 M solution of diisobutylaluminum hydride in toluene was added dropwise thereinto while cooling the mixture so as to maintain the temperature in the system at 15° C. or below. After the completion of the reaction, the reaction mixture was poured into a mixture of 5 kg of ice with 3 l of ... Reactants: C(C1=CC=CC=C1)C1=C2CCC(C2=CC=C1)C(=O)OCC (ethyl 4-benzylindan-1-carboxylate), chromic anhydride, C(C)(=O)O (acetic acid). Run at time 8 hour. Yields the product C(C1=CC=CC=C1)(=O)C1=C2CCC(C2=CC=C1)C(=O)OCC (ethyl 4-benzoylindan-1-carboxylate). As a reaction SMILES: [CH2:1]([C:8]1[CH:16]=[CH:15][CH:14]=[C:13]2[C:9]=1[CH2:10][CH2:11][CH:12]2[C:17]([O:19][CH2:20][CH3:21])=[O:18])[C:2]1[CH:7]=[CH:6][CH:5]=[CH:4][CH:3]=1.C(O)(=[O:24])C>>[C:1]([C:8]1[CH:16]=[CH:15][CH:14]=[C:13]2[C:9]=1[CH2:10][CH2:11][CH:12]2[C:17]([O:19][CH2:20][CH3:21])=[O:18])(=[O:24])[C:2]1[CH:3]=[CH:4][CH:5]=[CH:6][CH:7]=1. Procedure details: In 100 ml. of acetic acid is dissolved 7.3 g. of ethyl 4-benzylindan-1-carboxylate and, under cooling with ice, 3.4 g. of chromic anhydride is added. After the mixture is stirred overnight, the reaction mixture is poured over 500 g. of ice and extracted with chloroform. The extract is washed with water and dried. The solvent is distilled off under reduced pressure and the residue is purified by column chromatography (700 g. silica gel; eluted with a 40:1 mixture of benzene and ethyl acetate). Th...